Dataset: the Open Reaction Database (ORD), a public repository of structured organic reaction records. Task: describe an organic reaction: reactants, conditions, products, and yield Reactants: ClC1=CC=C(C=C1)C(\C(=C(\CC1=CC(=CC=C1)OC1=CC=CC=C1)/F)\F)CCOC (1-[(2E)-4-(4-chlorophenyl)-2,3-difluoro-6-methoxy-2-hexenyl]-3-phenoxybenzene), B(Br)(Br)Br (boron tribromide), solution. The solvent is C(Cl)Cl (methylene chloride), C(Cl)Cl (methylene chloride), CO (methanol). Run at time 8 hour. Product: ClC1=CC=C(C=C1)C(CCO)/C(=C(/CC1=CC(=CC=C1)OC1=CC=CC=C1)\F)/F ((4E)-3-(4-Chlorophenyl)-4,5-difluoro-6-(3-phenoxyphenyl)-4-hexen-1-ol). Yield: 72.7%. RXN SMILES: [Cl:1][C:2]1[CH:7]=[CH:6][C:5]([CH:8]([CH2:27][CH2:28][O:29]C)/[C:9](/[F:26])=[C:10](\[F:25])/[CH2:11][C:12]2[CH:17]=[CH:16][CH:15]=[C:14]([O:18][C:19]3[CH:24]=[CH:23][CH:22]=[CH:21][CH:20]=3)[CH:13]=2)=[CH:4][CH:3]=1.B(Br)(Br)Br>C(Cl)Cl.CO>[Cl:1][C:2]1[CH:3]=[CH:4][C:5]([CH:8](/[C:9](/[F:26])=[C:10](\[F:25])/[CH2:11][C:12]2[CH:17]=[CH:16][CH:15]=[C:14]([O:18][C:19]3[CH:24]=[CH:23][CH:22]=[CH:21][CH:20]=3)[CH:13]=2)[CH2:27][CH2:28][OH:29])=[CH:6][CH:7]=1. Procedure details: To a stirred solution of 1-[(2E)-4-(4-chlorophenyl)-2,3-difluoro-6-methoxy-2-hexenyl]-3-phenoxybenzene (0.081 g, 0.189 mmol) in methylene chloride at −5° C. under nitrogen was added dropwise boron tribromide (0.5 ml of a 1 M solution in methylene chloride, 0.5 mmol). The reaction mixture was allowed to warm to room temperature and stirred overnight at room temperature. The reaction mixture was cooled to −5° C., diluted with methanol (10 ml) and concentrated in vacua. The residue was taken up in ... The reactants are C(#CC)[C@H]1CC[C@H](N1C(=O)OC)C(=O)OC (dimethyl(2S,5R)-5-propynyl-pyrrolidine-1,2-dicarboxylate), I[Si](C)(C)C (iodotrimethylsilane). Run in C(Cl)(Cl)Cl (chloroform). Product: C(#CC)[C@H]1CC[C@H](N1)C(=O)OC (methyl (5R)-5-propynyl-L-prolinate). Reaction SMILES: [C:1]([C@@H:4]1[N:8](C(OC)=O)[C@H:7]([C:13]([O:15][CH3:16])=[O:14])[CH2:6][CH2:5]1)#[C:2][CH3:3].I[Si](C)(C)C>C(Cl)(Cl)Cl>[C:1]([C@@H:4]1[NH:8][C@H:7]([C:13]([O:15][CH3:16])=[O:14])[CH2:6][CH2:5]1)#[C:2][CH3:3]. Reported procedure: A solution of dimethyl(2S,5R)-5-propynyl-pyrrolidine-1,2-dicarboxylate (4.25 g, 18.90 mmol) and iodotrimethylsilane (3.23 mL, 22.7 mmol, Example 85A) in chloroform (60 mL) was heated to 65° C. for 3 hours, was cooled to room temperature, concentrated under reduced pressure and flash chromatographed with 35% ethyl acetate/65% hexane to provide the titled compound. MS (DCI/NH3) m/e 168 (M+H)+. The product is N[C@@H](CC(C)C)C(=O)O.N[C@@H](CCCC)C(=O)O (Leu Nle). Procedure: Val, 1.1(1); Ile, 0.9(1); Leu, 8.0(8); Lys, 4.0(4). As a reaction SMILES: N[C@H](C(O)=O)C(C)C.N[C@H](C(O)=O)[C@H](CC)C.[NH2:18][C@H:19]([C:24]([OH:26])=[O:25])[CH2:20][CH:21]([CH3:23])[CH3:22].[NH2:27][C@H:28]([C:34]([OH:36])=[O:35])[CH2:29][CH2:30][CH2:31][CH2:32]N>>[NH2:18][C@H:19]([C:24]([OH:26])=[O:25])[CH2:20][CH:21]([CH3:23])[CH3:22].[NH2:27][C@H:28]([C:34]([OH:36])=[O:35])[CH2:29][CH2:30][CH2:31][CH3:32] |f:4.5|. Starting materials: N[C@@H](C(C)C)C(=O)O (Val), N[C@@H](CCCCN)C(=O)O (Lys), N[C@@H]([C@@H](C)CC)C(=O)O (Ile), N[C@@H](CC(C)C)C(=O)O (Leu). Procedure details: N,N-Dimethylhydrazine (42.0 mL 0.55 mol) was added dropwise to trans-2-pentenal (42.06 g, 0.50 mol) at such a rate that the reaction temperature could be maintained at about 0° C. The mixture was then stirred for 1 h at ambient temperature, and the organic phase separated and dried (K2CO3). Distillation (bp 84°-86° C., 25 mm Hg; lit bp 60° C., 15 mm Hg) through a 10 cm Vigreaux column gave trans-2-pentenal N,N-dimethylhydrazone (12) (51.3 g, 81%): n20 1.5104; IR (neat) 2960, 2870, 2850, 2820, 27... The product is CN(N=C\C=C\CC)C (trans-2-Pentenal N,N-Dimethylhydrazone). The reactants are CN(N)C (N,N-Dimethylhydrazine), C(\C=C\CC)=O (trans-2-pentenal). The yield is 81.3%. As a reaction SMILES: [CH3:1][N:2]([CH3:4])[NH2:3].[CH:5](=O)/[CH:6]=[CH:7]/[CH2:8][CH3:9]>>[CH3:1][N:2]([CH3:4])[N:3]=[CH:5]/[CH:6]=[CH:7]/[CH2:8][CH3:9]. Conditions: temperature 0 celsius, time 1 hour. The product is CC(=Cn1c2c(c3cc(Cl)ccc31)CCN(C)CC2)c1ccc(F)c(F)c1. Starting materials: CC(=CBr)c1ccc(F)c(F)c1, CN1CCc2[nH]c3ccc(Cl)cc3c2CC1, [Cu]I, [K+], [K+], [K+], CN(C)C=O, O=C(O)C1CCCN1, O=P([O-])([O-])[O-]. RXN SMILES: [Br:33][CH:34]=[C:35]([CH3:36])[c:37]1[cH:38][c:39]([F:44])[c:40]([F:43])[cH:41][cH:42]1.[Cl:1][c:2]1[cH:3][c:4]2[c:5]3[c:6]([nH:7][c:8]2[cH:9][cH:10]1)[CH2:11][CH2:12][N:13]([CH3:16])[CH2:14][CH2:15]3.[Cu:50][I:51].[K+:30].[K+:31].[K+:32].[O:45]=[CH:46][N:47]([CH3:48])[CH3:49].[OH:17][C:18]([CH:19]1[NH:20][CH2:21][CH2:22][CH2:23]1)=[O:24].[P:25]([O-:26])([O-:27])([O-:28])=[O:29]>>[Cl:1][c:2]1[cH:3][c:4]2[c:5]3[c:6]([n:7]([CH:34]=[C:35]([CH3:36])[c:37]4[cH:38][c:39]([F:44])[c:40]([F:43])[cH:41][cH:42]4)[c:8]2[cH:9][cH:10]1)[CH2:11][CH2:12][N:13]([CH3:16])[CH2:14][CH2:15]3. Starting materials: C(C)(=O)N1CC(C2=CC=CC=C12)CCBr (1-acetyl-3-(2-bromoethyl)indoline), ClC1=CC=C(C=C1)C=1CCNCC1 (4-(p-chlorophenyl)-1,2,3,6-tetrahydropyridine). The product is C(C)(=O)N1CC(C2=CC=CC=C12)CCN1CCC(=CC1)C1=CC=C(C=C1)Cl (1-acetyl-3-{2-[4-(p-chlorophenyl)-3,6-dihydro-1(2H)-pyridyl]ethyl}indoline). Reaction SMILES: [C:1]([N:4]1[C:12]2[C:7](=[CH:8][CH:9]=[CH:10][CH:11]=2)[CH:6]([CH2:13][CH2:14]Br)[CH2:5]1)(=[O:3])[CH3:2].[Cl:16][C:17]1[CH:22]=[CH:21][C:20]([C:23]2[CH2:24][CH2:25][NH:26][CH2:27][CH:28]=2)=[CH:19][CH:18]=1>>[C:1]([N:4]1[C:12]2[C:7](=[CH:8][CH:9]=[CH:10][CH:11]=2)[CH:6]([CH2:13][CH2:14][N:26]2[CH2:25][CH:24]=[C:23]([C:20]3[CH:21]=[CH:22][C:17]([Cl:16])=[CH:18][CH:19]=3)[CH2:28][CH2:27]2)[CH2:5]1)(=[O:3])[CH3:2]. Reported procedure: In the manner described in Example 1, reaction of 1-acetyl-3-(2-bromoethyl)indoline with 4-(p-chlorophenyl)-1,2,3,6-tetrahydropyridine gives white crystals, m.p. 116°-118°C., after recrystallization from dilute methanol. Reactants: O=C([O-])[O-], CN(CCO)c1nc2ccccc2s1, CS(C)=O, O=Cc1ccc(F)cc1, [K+], [K+], O. Yields the product CN(CCOc1ccc(C=O)cc1)c1nc2ccccc2s1. As a reaction SMILES: [C:24](=[O:25])([O-:26])[O-:27].[CH3:10][N:11]([c:12]1[s:13][c:14]2[c:15]([n:16]1)[cH:17][cH:18][cH:19][cH:20]2)[CH2:21][CH2:22][OH:23].[CH3:31][S:32](=[O:33])[CH3:34].[F:1][c:2]1[cH:3][cH:4][c:5]([CH:6]=[O:7])[cH:8][cH:9]1.[K+:28].[K+:29].[OH2:30]>>[c:2]1([O:23][CH2:22][CH2:21][N:11]([CH3:10])[c:12]2[s:13][c:14]3[c:15]([n:16]2)[cH:17][cH:18][cH:19][cH:20]3)[cH:3][cH:4][c:5]([CH:6]=[O:7])[cH:8][cH:9]1. The reactants are C(CCCC)C1=CC=C(C=C1)C1=CC=C(C=C1)C=CC(=O)OC (Methyl 3-[4-(4-pentylphenyl)phenyl]acrylate), [H][H] (hydrogen). The reagents and catalysts are [Pd] (palladium on carbon). Solvent: O1CCCC1 (tetrahydrofuran). Product: C(CCCC)C1=CC=C(C=C1)C1=CC=C(C=C1)CCC(=O)OC (Methyl 3-[4-(4-pentylphenyl)phenyl]propionate). The yield is 95.9%. RXN SMILES: [CH2:1]([C:6]1[CH:11]=[CH:10][C:9]([C:12]2[CH:17]=[CH:16][C:15]([CH:18]=[CH:19][C:20]([O:22][CH3:23])=[O:21])=[CH:14][CH:13]=2)=[CH:8][CH:7]=1)[CH2:2][CH2:3][CH2:4][CH3:5].[H][H]>[Pd].O1CCCC1>[CH2:1]([C:6]1[CH:11]=[CH:10][C:9]([C:12]2[CH:13]=[CH:14][C:15]([CH2:18][CH2:19][C:20]([O:22][CH3:23])=[O:21])=[CH:16][CH:17]=2)=[CH:8][CH:7]=1)[CH2:2][CH2:3][CH2:4][CH3:5]. Reported procedure: A mixture of Methyl 3-[4-(4-pentylphenyl)phenyl]acrylate (2.0 g) and 10% palladium on carbon (50% wet, 0.2 g) in tetrahydrofuran (20 ml) was stirred for 8 hours under atmospheric pressure of hydrogen at ambient temperature. The catalyst was filtered off, and the filtrate was evaporated under reduced pressure to give Methyl 3-[4-(4-pentylphenyl)phenyl]propionate (1.93 g). The reactants are CN([C@H]1[C@@H](C2=C(CCC1)C=CC=C2)N2CCCC2)CC2=CC=CC=C2 (Trans (±) N-methyl-N-benzyl-5(1-pyrrolidinyl)-6,7,8,9-tetrahydro-5H-benzocyclohepten-6-amine), 22, Be hydrochloride. The reagents and catalysts are [Pd] (palladium). Solvent: CO (methanol). The product is CN[C@H]1[C@@H](C2=C(CCC1)C=CC=C2)N2CCCC2 (Trans (±) N-methyl-5-(1-pyrrolidinyl) 6,7,8,9-tetrahydro-5H-benzocyclohepten-6-amine). Isolated yield 99.2%. As a reaction SMILES: [CH3:1][N:2](CC1C=CC=CC=1)[C@@H:3]1[CH2:9][CH2:8][CH2:7][C:6]2[CH:10]=[CH:11][CH:12]=[CH:13][C:5]=2[C@H:4]1[N:14]1[CH2:18][CH2:17][CH2:16][CH2:15]1>CO.[Pd]>[CH3:1][NH:2][C@@H:3]1[CH2:9][CH2:8][CH2:7][C:6]2[CH:10]=[CH:11][CH:12]=[CH:13][C:5]=2[C@H:4]1[N:14]1[CH2:18][CH2:17][CH2:16][CH2:15]1. Procedure details: A solution of 2 g of the product of Step B in 40 ml of methanol and 2.6 ml of 22 Be hydrochloride acid was hydrogenated with 1.25 g of palladium under 1800 mmbars for 45 minutes. The mixture was filtered, rinsed with methanol and concentrated under reduced pressure at 50° C. The residue was dissolved in 10 ml of water which was alkalized with 2.6 ml of sodium hydroxide solution, and extracted with methylene chloride. The extracts were washed with water, dried, filtered and concentrated under red... The reactants are CCOC(=O)C(CCC1CCCCC1)OS(=O)(=O)c1ccc([N+](=O)[O-])cc1, CN1CCOCC1, NC1CCc2ccccc2N(Cc2ccc([N+](=O)[O-])cc2)C1=O. Yields the product CCOC(=O)C(CCC1CCCCC1)NC1CCc2ccccc2N(Cc2ccc([N+](=O)[O-])cc2)C1=O. RXN SMILES: [CH2:24]([CH3:25])[O:26][C:27]([CH:28]([CH2:29][CH2:30][CH:31]1[CH2:32][CH2:33][CH2:34][CH2:35][CH2:36]1)[O:37][S:38]([c:39]1[cH:40][cH:41][c:42]([N+:43]([O-:44])=[O:45])[cH:46][cH:47]1)(=[O:48])=[O:49])=[O:50].[CH3:51][N:52]1[CH2:53][CH2:54][O:55][CH2:56][CH2:57]1.[NH2:1][CH:2]1[C:3](=[O:23])[N:4]([CH2:13][c:14]2[cH:15][cH:16][c:17]([N+:20](=[O:21])[O-:22])[cH:18][cH:19]2)[c:5]2[c:6]([cH:9][cH:10][cH:11][cH:12]2)[CH2:7][CH2:8]1>>[NH:1]([CH:2]1[C:3](=[O:23])[N:4]([CH2:13][c:14]2[cH:15][cH:16][c:17]([N+:20](=[O:21])[O-:22])[cH:18][cH:19]2)[c:5]2[c:6]([cH:9][cH:10][cH:11][cH:12]2)[CH2:7][CH2:8]1)[CH:28]([C:27]([O:26][CH2:24][CH3:25])=[O:50])[CH2:29][CH2:30][CH:31]1[CH2:32][CH2:33][CH2:34][CH2:35][CH2:36]1.